Dataset: the Open Reaction Database (ORD), a public repository of structured organic reaction records. Task: describe an organic reaction: reactants, conditions, products, and yield Starting materials: O=C(CC(C(=O)O)CC1=CC=2CCCCC2C=C1)N1CCC(CC1)N1C(NC2=CC=CC=C2C1)=O (4-oxo-4-[4-(2-oxo-1,4-dihydro-2H-quinazolin-3-yl)-piperidin-1-yl]-2-(5,6,7,8-tetrahydro-naphthalen-2-ylmethyl)-butanoic acid), CN1CCC(CC1)C1CCNCC1 (1-methyl-[4,4′]bipiperidinyl). Yields the product CN1CCC(CC1)C1CCN(CC1)C(C(CC(=O)N1CCC(CC1)N1C(NC2=CC=CC=C2C1)=O)CC1=CC=2CCCCC2C=C1)=O (1-(1′-methyl-[4,4′]bipiperidinyl-1-yl)-4-[4-(2-oxo-1,4-dihydro-2H-quinazolin-3-yl)-piperidin-1-yl]-2-(5,6,7,8-tetrahydro-naphthalen-2-ylmethyl)-butan-1,4-dione). As a reaction SMILES: [O:1]=[C:2]([N:19]1[CH2:24][CH2:23][CH:22]([N:25]2[CH2:34][C:33]3[C:28](=[CH:29][CH:30]=[CH:31][CH:32]=3)[NH:27][C:26]2=[O:35])[CH2:21][CH2:20]1)[CH2:3][CH:4]([CH2:8][C:9]1[CH:18]=[CH:17][C:16]2[CH2:15][CH2:14][CH2:13][CH2:12][C:11]=2[CH:10]=1)[C:5]([OH:7])=O.[CH3:36][N:37]1[CH2:42][CH2:41][CH:40]([CH:43]2[CH2:48][CH2:47][NH:46][CH2:45][CH2:44]2)[CH2:39][CH2:38]1>>[CH3:36][N:37]1[CH2:42][CH2:41][CH:40]([CH:43]2[CH2:48][CH2:47][N:46]([C:5](=[O:7])[CH:4]([CH2:8][C:9]3[CH:18]=[CH:17][C:16]4[CH2:15][CH2:14][CH2:13][CH2:12][C:11]=4[CH:10]=3)[CH2:3][C:2]([N:19]3[CH2:20][CH2:21][CH:22]([N:25]4[CH2:34][C:33]5[C:28](=[CH:29][CH:30]=[CH:31][CH:32]=5)[NH:27][C:26]4=[O:35])[CH2:23][CH2:24]3)=[O:1])[CH2:45][CH2:44]2)[CH2:39][CH2:38]1. Procedure: Prepared analogously to Example 76e) from 4-oxo-4-[4-(2-oxo-1,4-dihydro-2H-quinazolin-3-yl)-piperidin-1-yl]-2-(5,6,7,8-tetrahydro-naphthalen-2-ylmethyl)-butanoic acid and 1-methyl-[4,4′]bipiperidinyl. Starting materials: C1(=CC=CC=C1)COC(NC1=CC(=CC(=C1)OCCCCCCCCCCCCCCCCCC)OCCCP(=O)(OCC)OCC)=O ([3-[3-(diethoxyphosphinyl)propoxy]-5-(octadecyloxy)phenyl]carbamic acid phenylmethyl ester), [H][H] (hydrogen). Reagents/catalysts: [Pd] (palladium on carbon). The solvent is C1CCOC1 (THF). Yields the product C(C)OP(OCC)(=O)CCCOC1=CC(=CC(=C1)OCCCCCCCCCCCCCCCCCC)N ([3-[3-amino-5-(octadecyloxy)phenoxy]propyl]phosphonic acid diethyl ester). Isolated yield 92.0%. RXN SMILES: C1(COC(=O)[NH:10][C:11]2[CH:16]=[C:15]([O:17][CH2:18][CH2:19][CH2:20][CH2:21][CH2:22][CH2:23][CH2:24][CH2:25][CH2:26][CH2:27][CH2:28][CH2:29][CH2:30][CH2:31][CH2:32][CH2:33][CH2:34][CH3:35])[CH:14]=[C:13]([O:36][CH2:37][CH2:38][CH2:39][P:40]([O:45][CH2:46][CH3:47])([O:42][CH2:43][CH3:44])=[O:41])[CH:12]=2)C=CC=CC=1.[H][H]>[Pd].C1COCC1>[CH2:46]([O:45][P:40]([CH2:39][CH2:38][CH2:37][O:36][C:13]1[CH:14]=[C:15]([O:17][CH2:18][CH2:19][CH2:20][CH2:21][CH2:22][CH2:23][CH2:24][CH2:25][CH2:26][CH2:27][CH2:28][CH2:29][CH2:30][CH2:31][CH2:32][CH2:33][CH2:34][CH3:35])[CH:16]=[C:11]([NH2:10])[CH:12]=1)(=[O:41])[O:42][CH2:43][CH3:44])[CH3:47]. Reported procedure: A mixture of 2.47 g of [3-[3-(diethoxyphosphinyl)propoxy]-5-(octadecyloxy)phenyl]carbamic acid phenylmethyl ester and 0.4 g of 10% palladium on carbon in 100 ml of THF was stirred in a hydrogen atmosphere at room temperature for 2.5 hours. The catalyst was removed by filtration and the filtrate was concentrated at reduced pressure to a solid which was recrystallized from ether-hexane to give 1.83 g (92% yield, mp 63°-65°) of [3-[3-amino-5-(octadecyloxy)phenoxy]propyl]phosphonic acid diethyl este... The reactants are C12C(C3CC(CC(C1)C3)C2)N2NC(C2=O)(C)C (2-(Adamantan-2-yl)-4,4-dimethyl-1,2-diazetidin-3-one), FC1=C(CBr)C=CC=C1F (2,3-difluorobenzyl bromide). Yields the product FC1=C(CN2N(C(C2(C)C)=O)C2C3CC4CC(CC2C4)C3)C=CC=C1F (1-(2,3-difluorobenzyl)-4,4-dimethyl-2-(adamantan-2-yl)-1,2-diazetidin-3-one). RXN SMILES: [CH:1]12[CH2:10][CH:5]3[CH2:6][CH:7]([CH2:9][CH:3]([CH2:4]3)[CH:2]1[N:11]1[C:14](=[O:15])[C:13]([CH3:17])([CH3:16])[NH:12]1)[CH2:8]2.[F:18][C:19]1[C:26]([F:27])=[CH:25][CH:24]=[CH:23][C:20]=1[CH2:21]Br>>[F:18][C:19]1[C:26]([F:27])=[CH:25][CH:24]=[CH:23][C:20]=1[CH2:21][N:12]1[C:13]([CH3:17])([CH3:16])[C:14](=[O:15])[N:11]1[CH:2]1[CH:3]2[CH2:4][CH:5]3[CH2:6][CH:7]([CH2:8][CH:1]1[CH2:10]3)[CH2:9]2. Reported procedure: 2-(Adamantan-2-yl)-4,4-dimethyl-1,2-diazetidin-3-one and 2,3-difluorobenzyl bromide were used for a similar reaction and treatment as Process 6 of Example 1, and the title compound was obtained as a white crystalline powder. Reactants: C(CCC)C1N=C(NC1C1=CC=C(C=C1)Cl)C1=C(C=C(C=C1)OC)OCC (4-Butyl-5-(4-chloro-phenyl)-2-(2-ethoxy-4-methoxy-phenyl)-4,5-dihydro-1H-imidazole), ClC1=CC=C(C=C1)C1C(N=C(N1C(=O)N1CCN(CC1)C)C1=C(C=C(C=C1)OC)OCC)CC1CCCC1 ([5-(4-chloro-phenyl)-4-cyclopentylmethyl-2-(2-ethoxy-4-methoxy-phenyl)-4,5-dihydro-imidazol-1-yl]-(4-methyl-piperazin-1-yl)-methanone). Product: C(CCC)C1N=C(N(C1C1=CC=C(C=C1)Cl)C(=O)N1CCC(CC1)N1CCCC1)C1=C(C=C(C=C1)OC)OCC ([4-Butyl-5-(4-chloro-phenyl)-2-(2-ethoxy-4-methoxy-phenyl)-4,5-dihydro-imidazol-1-yl]-(4-pyrrolidin-1-yl-piperidin-1-yl)-methanone). Reaction SMILES: C(C1[CH:9]([C:10]2C=CC(Cl)=CC=2)[NH:8][C:7]([C:17]2[CH:22]=[CH:21]C(OC)=CC=2OCC)=N1)CCC.[Cl:28][C:29]1[CH:34]=[CH:33][C:32]([CH:35]2[N:39]([C:40]([N:42]3[CH2:47]CN(C)[CH2:44][CH2:43]3)=[O:41])[C:38]([C:49]3[CH:54]=[CH:53][C:52]([O:55][CH3:56])=[CH:51][C:50]=3[O:57][CH2:58][CH3:59])=[N:37][CH:36]2[CH2:60][CH:61]2[CH2:65][CH2:64]CC2)=[CH:31][CH:30]=1>>[CH2:60]([CH:36]1[CH:35]([C:32]2[CH:31]=[CH:30][C:29]([Cl:28])=[CH:34][CH:33]=2)[N:39]([C:40]([N:42]2[CH2:47][CH2:10][CH:9]([N:8]3[CH2:7][CH2:17][CH2:22][CH2:21]3)[CH2:44][CH2:43]2)=[O:41])[C:38]([C:49]2[CH:54]=[CH:53][C:52]([O:55][CH3:56])=[CH:51][C:50]=2[O:57][CH2:58][CH3:59])=[N:37]1)[CH2:61][CH2:65][CH3:64]. Procedure details: [4-Butyl-5-(4-chloro-phenyl)-2-(2-ethoxy-4-methoxy-phenyl)-4,5-dihydro-imidazol-1-yl]-(4-pyrrolidin-1-yl-piperidin-1-yl)-methanone was prepared from 4-butyl-5-(4-chloro-phenyl)-2-(2-ethoxy-4-methoxy-phenyl)-4,5-dihydro-1H-imidazole (Example 13) in an analogous manner as described for the preparation of [5-(4-chloro-phenyl)-4-cyclopentylmethyl-2-(2-ethoxy-4-methoxy-phenyl)-4,5-dihydro-imidazol-1-yl]-(4-methyl-piperazin-1-yl)-methanone (Example 24). HR-MS (ES, m/z) observed 567.3106, calculated fo... The reactants are ClCC=Cc1ccc(Cl)cc1, COc1ccc(-c2n[nH]c(=O)cc2-c2ccc(OC)c(F)c2)cc1. Yields the product COc1ccc(-c2nn(CC=Cc3ccc(Cl)cc3)c(=O)cc2-c2ccc(OC)c(F)c2)cc1. As a reaction SMILES: [Cl:25][c:26]1[cH:27][cH:28][c:29]([CH:30]=[CH:31][CH2:32][Cl:33])[cH:34][cH:35]1.[F:1][c:2]1[cH:3][c:4](-[c:10]2[cH:11][c:12](=[O:24])[nH:13][n:14][c:15]2-[c:16]2[cH:17][cH:18][c:19]([O:22][CH3:23])[cH:20][cH:21]2)[cH:5][cH:6][c:7]1[O:8][CH3:9]>>[F:1][c:2]1[cH:3][c:4](-[c:10]2[cH:11][c:12](=[O:24])[n:13]([CH2:32][CH:31]=[CH:30][c:29]3[cH:28][cH:27][c:26]([Cl:25])[cH:35][cH:34]3)[n:14][c:15]2-[c:16]2[cH:17][cH:18][c:19]([O:22][CH3:23])[cH:20][cH:21]2)[cH:5][cH:6][c:7]1[O:8][CH3:9].